Dataset: the Open Reaction Database (ORD), a public repository of structured organic reaction records. Task: describe an organic reaction: reactants, conditions, products, and yield The reactants are hexanes EtOAc, I(=O)(=O)C1=C(C(=O)O)C=CC=C1 (iodoxybenzoic acid), C1(=CC=C(C=C1)SC1=CC=C(C=C1)C)C (p-tolyl sulfide), sulfide. The reagents and catalysts are [Br-].C(C)[N+](CC)(CC)CC (tetraethylammonium bromide). The solvent is C(Cl)(Cl)Cl.O (CHCl3 H2O). Product: C1(=CC=CC=C1)S(=O)C (Methyl phenyl sulfoxide). Isolated yield 99.9%. Reaction SMILES: I(C1C=CC=CC=1C(O)=O)(=O)=[O:2].[C:13]1(C)[CH:18]=[CH:17][C:16]([S:19][C:20]2C=CC(C)=CC=2)=[CH:15][CH:14]=1>[Br-].C([N+](CC)(CC)CC)C.C(Cl)(Cl)Cl.O>[C:16]1([S:19]([CH3:20])=[O:2])[CH:17]=[CH:18][CH:13]=[CH:14][CH:15]=1 |f:2.3,4.5|. Reported procedure: To a stirred suspension of iodoxybenzoic acid (3.7 g, 13.2 mmol, 1.1 eq) in 100:1 CHCl3/H2O (25 mL) was added tetraethylammonium bromide (TEAB) (126 mg, 5 mol %), followed by the addition of p-tolyl sulfide (1.66 g, 12 mmol) in one portion. The mixture was stirred at room temperature for approximately 30 minutes until consumption of sulfide was observed (TLC, hexanes/EtOAc 1/1). The residual solids were removed by filtration and washed with CHCl3 (40 mL). The combined filtrate was washed success... Reactants: CSC(=NC[Si](C)(C)C)c1ccc(-n2cncn2)c(C#N)c1, C1CCOC1, CCCC[N+](CCCC)(CCCC)CCCC, C=C(c1cc(Cl)nc(Cl)c1)C(F)(F)F, [F-], O. The product is N#Cc1cc(C2=NCC(c3cc(Cl)nc(Cl)c3)(C(F)(F)F)C2)ccc1-n1cncn1. Reaction SMILES: [C:1](#[N:2])[c:3]1[cH:4][c:5]([C:14](=[N:15][CH2:16][Si:19]([CH3:20])([CH3:21])[CH3:22])[S:17][CH3:18])[cH:6][cH:7][c:8]1-[n:9]1[n:10][cH:11][n:12][cH:13]1.[CH2:56]1[O:57][CH2:58][CH2:59][CH2:60]1.[CH3:38][CH2:39][CH2:40][CH2:41][N+:42]([CH2:43][CH2:44][CH2:45][CH3:46])([CH2:47][CH2:48][CH2:49][CH3:50])[CH2:51][CH2:52][CH2:53][CH3:54].[Cl:23][c:24]1[n:25][c:26]([Cl:36])[cH:27][c:28]([C:30](=[CH2:31])[C:32]([F:33])([F:34])[F:35])[cH:29]1.[F-:37].[OH2:55]>>[C:1](#[N:2])[c:3]1[cH:4][c:5]([C:14]2=[N:15][CH2:16][C:30]([c:28]3[cH:27][c:26]([Cl:36])[n:25][c:24]([Cl:23])[cH:29]3)([C:32]([F:33])([F:34])[F:35])[CH2:31]2)[cH:6][cH:7][c:8]1-[n:9]1[n:10][cH:11][n:12][cH:13]1.